From a dataset of the Open Reaction Database (ORD), a public repository of structured organic reaction records. describe an organic reaction: reactants, conditions, products, and yield The reactants are IC1=CC(=C(C=C1)N)N (4-iodo-1,2-phenylenediamine), ClC1=CC(=C(C=C1)C1CC(=O)OC(C1)=O)C (3-(4-chloro-2-methylphenyl)glutaric anhydride). Solvent: ClCCl (dichloromethane), ClCCl (dichloromethane). Yields the product Cl.ClC1=CC(=C(C=C1)C(CC(=O)O)CC=1NC2=C(N1)C=CC(=C2)I)C (3-(4-chloro-2-methylphenyl)-4-(5-iodo-2-benzimidazolyl)butanoic acid HCl). Isolated yield 125.5%. As a reaction SMILES: [I:1][C:2]1[CH:7]=[CH:6][C:5]([NH2:8])=[C:4]([NH2:9])[CH:3]=1.[Cl:10][C:11]1[CH:16]=[CH:15][C:14]([CH:17]2[CH2:23][C:22](=O)[O:21][C:19](=[O:20])[CH2:18]2)=[C:13]([CH3:25])[CH:12]=1>ClCCl>[ClH:10].[Cl:10][C:11]1[CH:16]=[CH:15][C:14]([CH:17]([CH2:23][C:22]2[NH:9][C:4]3[CH:3]=[C:2]([I:1])[CH:7]=[CH:6][C:5]=3[N:8]=2)[CH2:18][C:19]([OH:21])=[O:20])=[C:13]([CH3:25])[CH:12]=1 |f:3.4|. Procedure: To a solution of 4-iodo-1,2-phenylenediamine (0.47 g) in dichloromethane (2 ml) the solution of 3-(4-chloro-2-methylphenyl)glutaric anhydride (0.48 g) in dichloromethane (2 ml) was added with stirring at rt. Almost instantaneously an resinous precipitate is formed. After 1 h the mixture was cooled in an ice bath and the solvent was removed by decantation. The residue is dissolved in acetic acid (3 ml). Conc. HCl (1 ml) is added and the resulting solution is heated to reflux for 1 h. All volatile... Starting materials: Cc1ccc2c(c1)B(O)OC2(C)C, ClC(Cl)(Cl)Cl, O=C1CCC(=O)N1Br. Product: CC1(C)OB(O)c2cc(CBr)ccc21. As a reaction SMILES: [CH3:1][C:2]1([CH3:13])[c:3]2[c:4]([cH:8][c:9]([CH3:12])[cH:10][cH:11]2)[B:5]([OH:7])[O:6]1.[Cl:22][C:23]([Cl:24])([Cl:25])[Cl:26].[O:14]=[C:15]1[N:16]([Br:21])[C:17](=[O:18])[CH2:19][CH2:20]1>>[CH3:1][C:2]1([CH3:13])[c:3]2[c:4]([cH:8][c:9]([CH2:12][Br:21])[cH:10][cH:11]2)[B:5]([OH:7])[O:6]1.